This data is from the Open Reaction Database (ORD), a public repository of structured organic reaction records. The task is: describe an organic reaction: reactants, conditions, products, and yield RXN SMILES: [O:1]1[CH2:6][CH2:5][CH2:4][CH2:3][CH:2]1[O:7][NH:8][C:9]([C:11]1[CH:12]=[C:13]2[C:18](=[CH:19][CH:20]=1)[CH2:17][NH:16][CH2:15][CH2:14]2)=[O:10].[CH3:21][O:22][C:23]1[CH:24]=[C:25]2[C:29](=[CH:30][CH:31]=1)[NH:28][C:27]([C:32](O)=[O:33])=[CH:26]2.C1C=CC2N(O)N=NC=2C=1.C(Cl)CCl>CN(C=O)C.C(N(CC)CC)C>[CH3:21][O:22][C:23]1[CH:24]=[C:25]2[C:29](=[CH:30][CH:31]=1)[NH:28][C:27]([C:32]([N:16]1[CH2:15][CH2:14][C:13]3[C:18](=[CH:19][CH:20]=[C:11]([C:9]([NH:8][O:7][CH:2]4[CH2:3][CH2:4][CH2:5][CH2:6][O:1]4)=[O:10])[CH:12]=3)[CH2:17]1)=[O:33])=[CH:26]2. Isolated yield 15.4%. Run at time 8 hour. Run in CN(C)C=O (DMF), C(C)N(CC)CC (triethylamine). Yields the product COC=1C=C2C=C(NC2=CC1)C(=O)N1CC2=CC=C(C=C2CC1)C(=O)NOC1OCCCC1 (2-[(5-Methoxy-1H-indol-2-yl)carbonyl]-N-(tetrahydro-2H-pyran-2-yloxy)-1,2,3,4-tetrahydroisoquinoline-6-carboxamide). Starting materials: O1C(CCCC1)ONC(=O)C=1C=C2CCNCC2=CC1 (N-(tetrahydro-2H-pyran-2-yloxy)-1,2,3,4-tetrahydroisoquinoline-6-carboxamide), COC=1C=C2C=C(NC2=CC1)C(=O)O (5-methoxyindol-2-carboxylic acid), C=1C=CC2=C(C1)N=NN2O (HOBt), C(CCl)Cl (EDC). Procedure: A mixture of 200 mg N-(tetrahydro-2H-pyran-2-yloxy)-1,2,3,4-tetrahydroisoquinoline-6-carboxamide, 152 mg 5-methoxyindol-2-carboxylic acid, 111 mg HOBt, 276 mg EDC, 0.603 ml triethylamine and 7 ml DMF is stirred overnight at ambient temperature. The reaction mixture is evaporated. The residue is then purified by silica gel chromatography. 50 mg of the title compound are obtained as yellowish foam. Starting materials: O=C([O-])[O-], C=CCn1c(C(=O)OC)c2c(c(O)c1=O)C(=O)N(Cc1ccc(F)c(Cl)c1)CC2, [Cs+], [Cs+], CI, CN(C)C=O. Yields the product C=CCn1c(C(=O)OC)c2c(c(OC)c1=O)C(=O)N(Cc1ccc(F)c(Cl)c1)CC2. RXN SMILES: [C:30](=[O:31])([O-:32])[O-:33].[CH2:1]([CH:2]=[CH2:3])[n:4]1[c:5]([C:26](=[O:27])[O:28][CH3:29])[c:6]2[c:11]([c:12]([OH:15])[c:13]1=[O:14])[C:10](=[O:16])[N:9]([CH2:17][c:18]1[cH:19][c:20]([Cl:25])[c:21]([F:24])[cH:22][cH:23]1)[CH2:8][CH2:7]2.[Cs+:34].[Cs+:35].[I:36][CH3:37].[O:38]=[CH:39][N:40]([CH3:41])[CH3:42]>>[CH2:1]([CH:2]=[CH2:3])[n:4]1[c:5]([C:26](=[O:27])[O:28][CH3:29])[c:6]2[c:11]([c:12]([O:15][CH3:30])[c:13]1=[O:14])[C:10](=[O:16])[N:9]([CH2:17][c:18]1[cH:19][c:20]([Cl:25])[c:21]([F:24])[cH:22][cH:23]1)[CH2:8][CH2:7]2.